Dataset: the Open Reaction Database (ORD), a public repository of structured organic reaction records. Task: describe an organic reaction: reactants, conditions, products, and yield Reactants: BrC=1C=C(C(N(C1)C)=O)NC1=NC=2CCN(CC2C=C1)C (5-Bromo-1-methyl-3-(6-methyl-5,6,7,8-tetrahydro-1,6-naphthyridin-2-ylamino)pyridin-2(1H)-one), C(C)(=O)OCC1=C(C=C(C=C1N1C(C2=CC=3CC(CC3N2CC1)(C)C)=O)F)B1OC(C(O1)(C)C)(C)C (2-(4,4,5,5-Tetramethyl-[1,3,2]dioxaborolan-2-yl)-4-fluoro-6-(9-oxo-4,4-dimethyl-1,10diazatricyclo[6.4.0.02,6]-dodeca-2(6),7-dien-10-yl)benzyl Acetate). Reagents/catalysts: C=1C=CC(=CC1)[P](C=2C=CC=CC2)(C=3C=CC=CC3)[Pd]([P](C=4C=CC=CC4)(C=5C=CC=CC5)C=6C=CC=CC6)([P](C=7C=CC=CC7)(C=8C=CC=CC8)C=9C=CC=CC9)[P](C=1C=CC=CC1)(C=1C=CC=CC1)C=1C=CC=CC1 (Pd(PPh3)4). Run in COCCOC (1,2-dimethoxyethane), C(=O)([O-])[O-].[Na+].[Na+] (Na2CO3). Run at temperature 125 celsius, time 10 minute. The product is FC=1C=C(C(=C(C1)N1C(C2=CC=3CC(CC3N2CC1)(C)C)=O)COC(C)=O)C1=CN(C(C(=C1)NC1=NC=2CCN(CC2C=C1)C)=O)C (10-[5-Fluoro-2-(acetoxymethyl)-3-{1-methyl-5-[(6-methyl-5,6,7,8-tetrahydro-1,6-naphthyridin-2-yl)amino]-6-oxo-1,6-dihydropyridin-3-yl}phenyl]-4,4-dimethyl-1,10-diazatricyclo[6.4.0.02,6]dodeca-2(6),7-dien-9-one). Isolated yield 36.4%. As a reaction SMILES: Br[C:2]1[CH:3]=[C:4]([NH:10][C:11]2[CH:20]=[CH:19][C:18]3[CH2:17][N:16]([CH3:21])[CH2:15][CH2:14][C:13]=3[N:12]=2)[C:5](=[O:9])[N:6]([CH3:8])[CH:7]=1.[C:22]([O:25][CH2:26][C:27]1[C:32]([N:33]2[CH2:44][CH2:43][N:42]3[C:35](=[CH:36][C:37]4[CH2:38][C:39]([CH3:46])([CH3:45])[CH2:40][C:41]=43)[C:34]2=[O:47])=[CH:31][C:30]([F:48])=[CH:29][C:28]=1B1OC(C)(C)C(C)(C)O1)(=[O:24])[CH3:23]>C([O-])([O-])=O.[Na+].[Na+].COCCOC.C1C=CC([P]([Pd]([P](C2C=CC=CC=2)(C2C=CC=CC=2)C2C=CC=CC=2)([P](C2C=CC=CC=2)(C2C=CC=CC=2)C2C=CC=CC=2)[P](C2C=CC=CC=2)(C2C=CC=CC=2)C2C=CC=CC=2)(C2C=CC=CC=2)C2C=CC=CC=2)=CC=1>[F:48][C:30]1[CH:29]=[C:28]([C:2]2[CH:3]=[C:4]([NH:10][C:11]3[CH:20]=[CH:19][C:18]4[CH2:17][N:16]([CH3:21])[CH2:15][CH2:14][C:13]=4[N:12]=3)[C:5](=[O:9])[N:6]([CH3:8])[CH:7]=2)[C:27]([CH2:26][O:25][C:22](=[O:24])[CH3:23])=[C:32]([N:33]2[CH2:44][CH2:43][N:42]3[C:35](=[CH:36][C:37]4[CH2:38][C:39]([CH3:45])([CH3:46])[CH2:40][C:41]=43)[C:34]2=[O:47])[CH:31]=1 |f:2.3.4,^1:73,75,94,113|. Procedure details: In a 10-mL microwave reaction vessel equipped with a magnetic stirring bar were placed 5-bromo-1-methyl-3-(6-methyl-5,6,7,8-tetrahydro-1,6-naphthyridin-2-ylamino)pyridin-2(1H)-one 205b (150 mg, 0.43 mmol), 10-[2-(acetoxymethyl)-3-(4,4,5,5-tetramethyl-[1,3,2]dioxaborolan-2-yl)-5-fluorophenyl]-4,4-dimethyl-1,10-diazatricyclo[6.4.0.02,6]dodeca-2(6),7-dien-9-one 230a (248 mg, 0.50 mmol), Pd(PPh3)4 (30 mg, 0.026 mmol) in 2 N Na2CO3 (2 mL) and 1,2-dimethoxyethane (2 mL). After the reaction mixture was...